This data is from the Open Reaction Database (ORD), a public repository of structured organic reaction records. The task is: describe an organic reaction: reactants, conditions, products, and yield Reactants: CN1CC2=C(N(C=3C=CC(=CC23)C)CC(=O)OCC)CC1 (ethyl 2-(1,2,3,4-tetrahydro-2,8-dimethylpyrido[4,3-b]indol-5-yl)acetate), N1CCCC1 (pyrrolidine). Reaction conditions: temperature 100 celsius. The product is CN1CC2=C(N(C=3C=CC(=CC23)C)CC(=O)N2CCCC2)CC1 (2-(1,2,3,4-tetrahydro-2,8-dimethylpyrido[4,3-b]indol-5-yl)-1-(pyrrolidin-1-yl)ethanone). As a reaction SMILES: [CH3:1][N:2]1[CH2:21][CH2:20][C:5]2[N:6]([CH2:14][C:15]([O:17]CC)=O)[C:7]3[CH:8]=[CH:9][C:10]([CH3:13])=[CH:11][C:12]=3[C:4]=2[CH2:3]1.[NH:22]1[CH2:26][CH2:25][CH2:24][CH2:23]1>>[CH3:1][N:2]1[CH2:3][CH2:4][C:5]2[N:6]([CH2:14][C:15]([N:22]3[CH2:26][CH2:25][CH2:24][CH2:23]3)=[O:17])[C:7]3[CH:12]=[CH:11][C:10]([CH3:13])=[CH:9][C:8]=3[C:20]=2[CH2:21]1. Procedure: A mixture of ethyl 2-(1,2,3,4-tetrahydro-2,8-dimethylpyrido[4,3-b]indol-5-yl)acetate (100 mg) and pyrrolidine (1 ml) was heated at 100° C. for 15 h to obtain 60 mg of 2-(1,2,3,4-tetrahydro-2,8-dimethylpyrido[4,3-b]indol-5-yl)-1-(pyrrolidin-1-yl)ethanone as off white solid after purification by reverse-phase chromatography (C-18, 500 mm×50 mm, Mobile Phase A=0.05% TFA in water, B=0.05% TFA in acetonitrile, Gradient: 10% B to 80% B in 30 min, injection vol. 5 mL). The reactants are O=C([O-])[O-], CI, [K+], [K+], CN(C)C=O, Cc1cccc2nc(C(C)Nc3ncnc4c3ncn4COCC[Si](C)(C)C)n(-c3cccc(O)c3)c(=O)c12. Product: COc1cccc(-n2c(C(C)Nc3ncnc4c3ncn4COCC[Si](C)(C)C)nc3cccc(C)c3c2=O)c1. Reaction SMILES: [C:40](=[O:41])([O-:42])[O-:43].[CH3:46][I:47].[K+:44].[K+:45].[O:48]=[CH:49][N:50]([CH3:51])[CH3:52].[OH:1][c:2]1[cH:3][c:4](-[n:8]2[c:9]([CH:20]([CH3:21])[NH:22][c:23]3[c:24]4[n:25][cH:26][n:27]([CH2:32][O:33][CH2:34][CH2:35][Si:36]([CH3:37])([CH3:38])[CH3:39])[c:28]4[n:29][cH:30][n:31]3)[n:10][c:11]3[cH:12][cH:13][cH:14][c:15]([CH3:19])[c:16]3[c:17]2=[O:18])[cH:5][cH:6][cH:7]1>>[O:1]([c:2]1[cH:3][c:4](-[n:8]2[c:9]([CH:20]([CH3:21])[NH:22][c:23]3[c:24]4[n:25][cH:26][n:27]([CH2:32][O:33][CH2:34][CH2:35][Si:36]([CH3:37])([CH3:38])[CH3:39])[c:28]4[n:29][cH:30][n:31]3)[n:10][c:11]3[cH:12][cH:13][cH:14][c:15]([CH3:19])[c:16]3[c:17]2=[O:18])[cH:5][cH:6][cH:7]1)[CH3:40].